This data is from the Open Reaction Database (ORD), a public repository of structured organic reaction records. The task is: describe an organic reaction: reactants, conditions, products, and yield Starting materials: N(=NC(=O)OCC)C(=O)OCC (diethyl azodicarboxylate), COC(=O)C=1C(OC2=CC(=CC=C2C1)O)=O (7-hydroxyl-3-coumarin carboxylic acid methyl ester), C1(=CC=CC=C1)CCO (2-phenyl ethanol), C1(=CC=CC=C1)P(C1=CC=CC=C1)C1=CC=CC=C1 (Triphenylphosphine). The solvent is O1CCCC1 (tetrahydrofuran). Conditions: time 24 hour. Yields the product COC(=O)C=1C(OC2=C(C1)C=CC(=C2)OCCC2=CC=CC=C2)=O (7-(2-phenyl)ethoxyl-2-oxo-2H-1-benzopyran-3-carboxylic acid methyl ester). The yield is 46.2%. Reaction SMILES: [CH3:1][O:2][C:3]([C:5]1[C:6](=[O:16])[O:7][C:8]2[C:13]([CH:14]=1)=[CH:12][CH:11]=[C:10]([OH:15])[CH:9]=2)=[O:4].[C:17]1([CH2:23][CH2:24]O)[CH:22]=[CH:21][CH:20]=[CH:19][CH:18]=1.C1(P(C2C=CC=CC=2)C2C=CC=CC=2)C=CC=CC=1.N(C(OCC)=O)=NC(OCC)=O>O1CCCC1>[CH3:1][O:2][C:3]([C:5]1[C:6](=[O:16])[O:7][C:8]2[CH:9]=[C:10]([O:15][CH2:24][CH2:23][C:17]3[CH:22]=[CH:21][CH:20]=[CH:19][CH:18]=3)[CH:11]=[CH:12][C:13]=2[CH:14]=1)=[O:4]. Procedure details: 7-hydroxyl-3-coumarin carboxylic acid methyl ester (0.6g, 3 mmol) and 2-phenyl ethanol (0.36 mL, 3 mmol) are dissolved in anhydrous tetrahydrofuran (60 mL). Triphenylphosphine (1.2 g, 4.5 mmol) is added, and diethyl azodicarboxylate (0.72 mL, 4.5 mmol) is added dropwise and slowly at 0° C. The resulting solution is stirred for 24 hours at room temperature. After the solvent was removed under reduced pressure, the residue is diluted with methanol and a white solid is separated out. The solid is r... The reactants are O=Cc1cc2c(cc1F)OCCO2, [K+], O=[Mn](=O)(=O)[O-], O. Product: O=C(O)c1cc2c(cc1F)OCCO2. Reaction SMILES: [F:7][c:8]1[c:9]([CH:18]=[O:19])[cH:10][c:11]2[c:12]([cH:17]1)[O:13][CH2:14][CH2:15][O:16]2.[K+:6].[Mn:1](=[O:2])([O-:3])(=[O:4])=[O:5].[OH2:20]>>[OH:2][C:18]([c:9]1[c:8]([F:7])[cH:17][c:12]2[c:11]([cH:10]1)[O:16][CH2:15][CH2:14][O:13]2)=[O:19]. Starting materials: BrCCC=C1C2=C(CCC3=C1C=CC=C3)C=CC=C2 (5-(3-Bromo-1-propylidene)-10,11-dihydro-5H-dibenzo[a,d]cycloheptene), C([O-])([O-])=O.[K+].[K+] (potassium carbonate), [I-].[K+] (potassium iodide), Cl.C(C)OC(=O)[C@@H]1NCCCC1 ((R)-(+)-2-piperidine-carboxylic acid ethyl ester hydrochloride). Solvent: C(C)(=O)OCC (ethyl acetate), C(C)C(=O)C (methyl ethyl ketone). Product: 9, C(C)OC(=O)[C@@H]1N(CCCC1)CCC=C1C2=C(CCC3=C1C=CC=C3)C=CC=C2 ((R)-1-(3-(10,11-dihydro-5H-dibenzo[a,d]cyclo-hepten-5-ylidene)-1-propyl)-2-piperidinecarboxylic acid ethyl ester). The yield is 78.0%. RXN SMILES: Br[CH2:2][CH2:3][CH:4]=[C:5]1[C:11]2[CH:12]=[CH:13][CH:14]=[CH:15][C:10]=2[CH2:9][CH2:8][C:7]2[CH:16]=[CH:17][CH:18]=[CH:19][C:6]1=2.C(=O)([O-])[O-].[K+].[K+].[I-].[K+].Cl.[CH2:29]([O:31][C:32]([C@H:34]1[CH2:39][CH2:38][CH2:37][CH2:36][NH:35]1)=[O:33])[CH3:30]>C(C(C)=O)C.C(OCC)(=O)C>[CH2:29]([O:31][C:32]([C@H:34]1[CH2:39][CH2:38][CH2:37][CH2:36][N:35]1[CH2:2][CH2:3][CH:4]=[C:5]1[C:11]2[CH:12]=[CH:13][CH:14]=[CH:15][C:10]=2[CH2:9][CH2:8][C:7]2[CH:16]=[CH:17][CH:18]=[CH:19][C:6]1=2)=[O:33])[CH3:30] |f:1.2.3,4.5,6.7|. Procedure: 5-(3-Bromo-1-propylidene)-10,11-dihydro-5H-dibenzo[a,d]cycloheptene (2.7 g, 8.6 mmol, prepared as described in WO 9518793), potassium carbonate (7.14 g, 52 mmol), potassium iodide (1.4 g 8.6 mmol), and (R)-(+)-2-piperidine-carboxylic acid ethyl ester hydrochloride (3.3 g, 17 mmol) were mixed in methyl ethyl ketone (50 ml) and heated at reflux temperature for 3 days. After cooling to room temperature, ethyl acetate (100 ml) was added and the mixture was washed with water (2×100 ml). The organic p... Reactants: COc1cc(OC)c(C=O)cc1Br, [Li]C(C)(C)C, C1CCOC1, Cn1ccc2ccccc21, [Na+], [OH-], OO, Cl[Pd]Cl, c1ccc(P(c2ccccc2)c2ccccc2)cc1, c1ccc(P(c2ccccc2)c2ccccc2)cc1. Product: COc1cc(OC)c(-c2cc3ccccc3n2C)cc1C=O. As a reaction SMILES: [Br:16][c:17]1[c:18]([O:27][CH3:28])[cH:19][c:20]([O:25][CH3:26])[c:21]([CH:22]=[O:23])[cH:24]1.[C:11]([Li:12])([CH3:13])([CH3:14])[CH3:15].[CH2:33]1[O:34][CH2:35][CH2:36][CH2:37]1.[CH3:1][n:2]1[cH:3][cH:4][c:5]2[cH:6][cH:7][cH:8][cH:9][c:10]12.[Na+:30].[OH-:29].[OH:31][OH:32].[Pd:38]([Cl:39])[Cl:40].[c:41]1([P:42]([c:43]2[cH:44][cH:45][cH:46][cH:47][cH:48]2)[c:49]2[cH:50][cH:51][cH:52][cH:53][cH:54]2)[cH:55][cH:56][cH:57][cH:58][cH:59]1.[c:60]1([P:61]([c:62]2[cH:63][cH:64][cH:65][cH:66][cH:67]2)[c:68]2[cH:69][cH:70][cH:71][cH:72][cH:73]2)[cH:74][cH:75][cH:76][cH:77][cH:78]1>>[CH3:1][n:2]1[c:3](-[c:17]2[c:18]([O:27][CH3:28])[cH:19][c:20]([O:25][CH3:26])[c:21]([CH:22]=[O:23])[cH:24]2)[cH:4][c:5]2[cH:6][cH:7][cH:8][cH:9][c:10]12.